Task: describe an organic reaction: reactants, conditions, products, and yield. Dataset: the Open Reaction Database (ORD), a public repository of structured organic reaction records The reactants are [Cl-].[K+] (potassium chloride), CN(C)C.S(=O)(=O)([O-])C1=C(C(=O)N2N=CC3=CC(=CC=C23)[N+](=O)[O-])C=CC=C1 (1-(2-sulphonatobenzoyl)-5-nitroindazole trimethylamine salt), [Cl-].[K+] (potassium chloride). Run in O (water), CO (methanol), O (water). Reaction conditions: time 2 hour. Yields the product [K+].S(=O)(=O)([O-])C1=C(C(=O)N2N=CC3=CC(=CC=C23)[N+](=O)[O-])C=CC=C1 (1-(2-sulphonatobenzoyl)-5-nitroindazole potassium salt). RXN SMILES: CN(C)C.[S:5]([C:9]1[CH:28]=[CH:27][CH:26]=[CH:25][C:10]=1[C:11]([N:13]1[C:21]2[C:16](=[CH:17][C:18]([N+:22]([O-:24])=[O:23])=[CH:19][CH:20]=2)[CH:15]=[N:14]1)=[O:12])([O-:8])(=[O:7])=[O:6].[Cl-].[K+:30]>CO.O>[K+:30].[S:5]([C:9]1[CH:28]=[CH:27][CH:26]=[CH:25][C:10]=1[C:11]([N:13]1[C:21]2[C:16](=[CH:17][C:18]([N+:22]([O-:24])=[O:23])=[CH:19][CH:20]=2)[CH:15]=[N:14]1)=[O:12])([O-:8])(=[O:7])=[O:6] |f:0.1,2.3,6.7|. Reported procedure: To a suspension of 268.8 g (0.6 mole) of 1-(2-sulphonatobenzoyl)-5-nitroindazole trimethylamine salt in 540 ml of methanol and 360 ml of water was added at room temperature while stirring a saturated potassium chloride solution containing 134 g (1.8 mole) of potassium chloride in 400 ml of water. Then the suspension was stirred for another two hours. After waiting for 12 hours the precipitate was filtered off, washed with 480 ml of a water/methanol (1/1) mixture and finally dried. Yield: 217 g (... Reactants: C(C)OC(C1=CC(=C(C=C1)N)N)=O (3,4-diaminobenzoic acid ethyl ester), C(=O)O (formic acid). Product: C(C)OC(=O)C=1C=CC2=C(NC=N2)C1 (1H-benzo[d]imidazole-6-carboxylic acid ethyl ester). Yield: 70.2%. Reaction SMILES: [CH2:1]([O:3][C:4](=[O:13])[C:5]1[CH:10]=[CH:9][C:8]([NH2:11])=[C:7]([NH2:12])[CH:6]=1)[CH3:2].[CH:14](O)=O>>[CH2:1]([O:3][C:4]([C:5]1[CH:10]=[CH:9][C:8]2[N:11]=[CH:14][NH:12][C:7]=2[CH:6]=1)=[O:13])[CH3:2]. Procedure: 40 g of 3,4-diaminobenzoic acid ethyl ester (0.22 mol) and 200 mL formic acid were added to a three-necked bottle. After refluxing for 7 h, the reaction was completed. After concentration under reduced pressure, the ice water was poured into the residual solution. The resulting mixture was adjusted to pH 7 with sodium hydroxide. After sucking filtration, the filtrate was extracted with dichloromethane thrice, dried with anhydrous sodium sulfate, and decolored with active charcoal. Then the solut... Reactants: Cl.CN(C1CC2=C(C=3NC(C(NC3C=C2)=O)=O)C1)C (8-dimethylamino-4,7,8,9-tetrahydro-1H-cyclopenta[f]quinoxaline-2,3-dione hydrochloride), [N+](=O)(O)[O-] (nitric acid). Solvent: FC(C(=O)O)(F)F (trifluoroacetic acid). Conditions: time 1 hour. Product: CNC1CC2=C(C=3NC(C(NC3C=C2[N+](=O)[O-])=O)=O)C1 (8-Methylamino-6-nitro-4,7,8,9-tetrahydro-1H-cyclopenta[f]quinoxaline-2,3-dione). As a reaction SMILES: Cl.[CH3:2][N:3](C)[CH:4]1[CH2:18][C:7]2[C:8]3[NH:9][C:10](=[O:17])[C:11](=[O:16])[NH:12][C:13]=3[CH:14]=[CH:15][C:6]=2[CH2:5]1.[N+:20]([O-])([OH:22])=[O:21]>FC(F)(F)C(O)=O>[CH3:2][NH:3][CH:4]1[CH2:18][C:7]2[C:8]3[NH:9][C:10](=[O:17])[C:11](=[O:16])[NH:12][C:13]=3[CH:14]=[C:15]([N+:20]([O-:22])=[O:21])[C:6]=2[CH2:5]1 |f:0.1|. Reported procedure: A mixture of 8-dimethylamino-4,7,8,9-tetrahydro-1H-cyclopenta[f]quinoxaline-2,3-dione hydrochloride (0.39 g) in trifluoroacetic acid was cooled in an ice bath and then treated with fuming nitric acid (1 mL). After stirring for 1 h, the mixture was warmed to room temperature for 3 h. The solvent was evaporated and the residue suspended in methanol. The resulting yellow solid was collected by filtration and dried. Calc'd for C12H12 N4O4.CH4O3S: C, 41.93; H, 4.33; N, 15.05; found: C, 39.56; H, 4.11... The reactants are C(C)(C)(C)OC(N)=O (carbamic acid tert-butyl ester), compound, compound, C(C)(C)(C)OC(N)=O (carbamic acid tert-butyl ester), ClC1=CC=C(C=C1)C1(CCNCC1)O (4-(4-Chlorophenyl)-4-hydroxypiperidine), C(C)(C)(C)OC(NC1C2CN(CC12)CC(NC=1C=CC=2N(C3=CC=CC=C3C2C1)CC)=O)=O ({3-[(9-ethyl-9H-carbazol-3-ylcarbamoyl)-methyl]-3-aza-bicyclo[3.1.0]hex-6-yl}-carbamic acid tert-butyl ester), Cl.O1CCOCC1 (HCl dioxane). Product: C(C)N1C2=CC=CC=C2C=2C=C(C=CC12)NC(CN1CC2C(C2C1)N)=O (N-(9-Ethyl-9H-carbazol-3-yl)-2-(6-amino-3-aza-bicyclo[3.1.0]hex-3-yl)-acetamide). As a reaction SMILES: C(OC(=O)N)(C)(C)C.ClC1C=CC(C2(O)CCNCC2)=CC=1.C(OC(=O)[NH:29][CH:30]1[CH:35]2[CH:31]1[CH2:32][N:33]([CH2:36][C:37](=[O:54])[NH:38][C:39]1[CH:40]=[CH:41][C:42]3[N:43]([CH2:52][CH3:53])[C:44]4[C:49]([C:50]=3[CH:51]=1)=[CH:48][CH:47]=[CH:46][CH:45]=4)[CH2:34]2)(C)(C)C.Cl.O1CCOCC1>>[CH2:52]([N:43]1[C:42]2[CH:41]=[CH:40][C:39]([NH:38][C:37](=[O:54])[CH2:36][N:33]3[CH2:32][CH:31]4[CH:35]([CH:30]4[NH2:29])[CH2:34]3)=[CH:51][C:50]=2[C:49]2[C:44]1=[CH:45][CH:46]=[CH:47][CH:48]=2)[CH3:53] |f:3.4|. Procedure: 3-[(9-Ethyl-9H-carbazol-3-ylcarbamoyl)-methyl]-3-aza-bicyclo[3.1.0]hex-6-yl}-carbamic acid tert-butyl ester was synthesized similarly to example 44, substituting 3-aza-bicyclo[3.1.0]hex-6-yl)-carbamic acid tert-butyl ester for 4-(4-Chlorophenyl)-4-hydroxypiperidine and substituting the compound of example 19 for the compound of example 40. A solution of {3-[(9-ethyl-9H-carbazol-3-ylcarbamoyl)-methyl]-3-aza-bicyclo[3.1.0]hex-6-yl}-carbamic acid tert-butyl ester (4.6 mmol) in 1:1 4 M HCl/dioxane (...